Dataset: the Open Reaction Database (ORD), a public repository of structured organic reaction records. Task: describe an organic reaction: reactants, conditions, products, and yield The reactants are COC(\C(=C\C1CCCCC1)\C1=CC(=C(C=C1)S(=O)(=O)C)C(F)(F)F)=O ((E)-3-cyclohexyl-2-(4-methanesulfonyl-3-trifluoromethyl-phenyl)-acrylic acid methyl ester), [OH-].[Na+] (sodium hydroxide). Solvent: C(C)O (ethanol). Run at temperature 47.5 celsius, time 15 hour. Yields the product C1(CCCCC1)/C=C(/C(=O)O)\C1=CC(=C(C=C1)S(=O)(=O)C)C(F)(F)F ((E)-3-cyclohexyl-2-(4-(methanesulfonyl)-3-(trifluoromethyl)-phenyl)-acrylic acid). Isolated yield 100.5%. As a reaction SMILES: C[O:2][C:3](=[O:26])/[C:4](/[C:12]1[CH:17]=[CH:16][C:15]([S:18]([CH3:21])(=[O:20])=[O:19])=[C:14]([C:22]([F:25])([F:24])[F:23])[CH:13]=1)=[CH:5]/[CH:6]1[CH2:11][CH2:10][CH2:9][CH2:8][CH2:7]1.[OH-].[Na+]>C(O)C>[CH:6]1(/[CH:5]=[C:4](\[C:12]2[CH:17]=[CH:16][C:15]([S:18]([CH3:21])(=[O:20])=[O:19])=[C:14]([C:22]([F:25])([F:23])[F:24])[CH:13]=2)/[C:3]([OH:26])=[O:2])[CH2:11][CH2:10][CH2:9][CH2:8][CH2:7]1 |f:1.2|. Reported procedure: A solution of (E)-3-cyclohexyl-2-(4-methanesulfonyl-3-trifluoromethyl-phenyl)-acrylic acid methyl ester (1.8 g, 4.6 mmol) in ethanol (20 mL) was treated with a 1N aqueous sodium hydroxide solution (15 mL). The solution was heated at 45-50° C. For 15 h, at which time, thin layer chromatography analysis of the mixture indicated the absence of starting material. The reaction mixture was then concentrated in vacuo to remove ethanol, and the residue was diluted with water (40 mL) and extracted with d... Starting materials: N (ammonia), diol, NC1=C2N=C(N(C2=NC(=N1)OCCOC)CC=1C=C(C=CC1)CO)OC ((3-((6-amino-8-methoxy-2-(2-methoxyethoxy)-9H-purin-9-yl)methyl)phenyl)methanol), O1CCOCC1 (p-dioxane), C(=O)(C(F)(F)F)O (TFA). Run in CO (methanol), O (water). Product: OCC=1C=C(CN2C3=NC(=NC(=C3N=C2O)N)OCCOC)C=CC1 (9-(3-(hydroxymethyl)benzyl)-6-amino-2-(2-methoxyethoxy)-9H-purin-8-ol). Isolated yield 212.9%. RXN SMILES: [NH2:1][C:2]1[N:10]=[C:9]([O:11][CH2:12][CH2:13][O:14][CH3:15])[N:8]=[C:7]2[C:3]=1[N:4]=[C:5]([O:25]C)[N:6]2[CH2:16][C:17]1[CH:18]=[C:19]([CH2:23][OH:24])[CH:20]=[CH:21][CH:22]=1.O1CCOCC1.C(O)(C(F)(F)F)=O.N>CO.O>[OH:24][CH2:23][C:19]1[CH:18]=[C:17]([CH:22]=[CH:21][CH:20]=1)[CH2:16][N:6]1[C:5]([OH:25])=[N:4][C:3]2[C:7]1=[N:8][C:9]([O:11][CH2:12][CH2:13][O:14][CH3:15])=[N:10][C:2]=2[NH2:1]. Reported procedure: A solution of Compound (7) (371.2 mg, 1.03 mmol) in a 1:1 p-dioxane:TFA (“trifluoroacetic acid”) mixture, and a catalytic amount of water was heated to 65° C. for 24 hrs. Evaporation of the solvent showed that a trifluoroacetyl adduct had formed. The adduct was converted to the desired diol by stirring in a saturated ammonia in methanol solution. Evaporation of the methanol gave Compound (8) (757.3 mg, 213%) as a white solid. (The large excess in recovery is most likely due to the presence of sa... Reactants: C(CCCCCCCC=CCC=CCC=CCC)(=O)O (9,12,15-octadecatrienoic acid), C(C(=O)Cl)(=O)Cl (oxalyl chloride). Solvent: C(Cl)(Cl)Cl (chloroform). Product: C(CCCCCCCC=CCC=CCC=CCC)(=O)Cl (9,12,15-octadecatrienoyl chloride). As a reaction SMILES: [C:1]([OH:20])(=O)[CH2:2][CH2:3][CH2:4][CH2:5][CH2:6][CH2:7][CH2:8][CH:9]=[CH:10][CH2:11][CH:12]=[CH:13][CH2:14][CH:15]=[CH:16][CH2:17][CH3:18].C(Cl)(=O)C([Cl:24])=O>C(Cl)(Cl)Cl>[C:1]([Cl:24])(=[O:20])[CH2:2][CH2:3][CH2:4][CH2:5][CH2:6][CH2:7][CH2:8][CH:9]=[CH:10][CH2:11][CH:12]=[CH:13][CH2:14][CH:15]=[CH:16][CH2:17][CH3:18]. Procedure details: To a solution of 1.000 g of 9,12,15-octadecatrienoic acid in 20 ml of dry chloroform at room temperature was added in the atmosphere of argon 0.50 ml of oxalyl chloride. The mixture was reacted for 2 hours. From the reaction mixture were removed the chloroform and the remaining oxalyl chloride by distillation. The 9,12,15-octadecatrienoyl chloride thus produced was again dissolved in 2 ml of dry chloroform. The reactants are Cc1cccc(OCCc2nc(-c3ccccc3)oc2C)c1, COC(Cl)Cl, ClCCl, Cl. Yields the product Cc1cc(OCCc2nc(-c3ccccc3)oc2C)ccc1C=O. RXN SMILES: [CH3:1][c:2]1[c:3]([CH2:13][CH2:14][O:15][c:16]2[cH:17][c:18]([CH3:22])[cH:19][cH:20][cH:21]2)[n:4][c:5](-[c:7]2[cH:8][cH:9][cH:10][cH:11][cH:12]2)[o:6]1.[Cl:23][CH:24]([O:26][CH3:25])[Cl:27].[Cl:29][CH2:30][Cl:31].[ClH:28]>>[CH3:1][c:2]1[c:3]([CH2:13][CH2:14][O:15][c:16]2[cH:17][c:18]([CH3:22])[c:19]([CH:24]=[O:26])[cH:20][cH:21]2)[n:4][c:5](-[c:7]2[cH:8][cH:9][cH:10][cH:11][cH:12]2)[o:6]1. Starting materials: O=C(O)c1cccc(CBr)c1, CN(C)C=O, O=C(Cl)C(=O)Cl, ClCCl. Yields the product O=C(Cl)c1cccc(CBr)c1. As a reaction SMILES: [Br:1][CH2:2][c:3]1[cH:4][c:5]([C:6](=[O:7])[OH:8])[cH:9][cH:10][cH:11]1.[CH3:21][N:22]([CH3:23])[CH:24]=[O:25].[Cl:12][C:13]([C:14]([Cl:15])=[O:16])=[O:17].[Cl:18][CH2:19][Cl:20]>>[Br:1][CH2:2][c:3]1[cH:4][c:5]([C:6](=[O:7])[Cl:12])[cH:9][cH:10][cH:11]1. The reactants are ClC1=C(C=NC2=CC(=C(C=C12)OC)OC)C#N (4-chloro-6,7-dimethoxy-3-quinolinecarbonitrile), COC1=CC(=C(N)C=C1)C (4-methoxy-2-methyl-aniline), Cl.N1=CC=CC=C1 (pyridine hydrochloride). Solvent: C(C)OCCO (2-ethoxyethanol). Yields the product COC=1C=C2C(=C(C=NC2=CC1OC)C#N)NC1=C(C=C(C=C1)OC)C (6,7-Dimethoxy-4-(4-methoxy -2-methyl-phenylamino)-quinoline-3-carbonitrile). As a reaction SMILES: Cl[C:2]1[C:11]2[C:6](=[CH:7][C:8]([O:14][CH3:15])=[C:9]([O:12][CH3:13])[CH:10]=2)[N:5]=[CH:4][C:3]=1[C:16]#[N:17].[CH3:18][O:19][C:20]1[CH:26]=[CH:25][C:23]([NH2:24])=[C:22]([CH3:27])[CH:21]=1.Cl.N1C=CC=CC=1>C(OCCO)C>[CH3:13][O:12][C:9]1[CH:10]=[C:11]2[C:6](=[CH:7][C:8]=1[O:14][CH3:15])[N:5]=[CH:4][C:3]([C:16]#[N:17])=[C:2]2[NH:24][C:23]1[CH:25]=[CH:26][C:20]([O:19][CH3:18])=[CH:21][C:22]=1[CH3:27] |f:2.3|. Procedure details: A reaction mixture of 248.7 mg (1 mmol) of 4-chloro-6,7-dimethoxy-3-quinolinecarbonitrile, 164.6 mg (1.2 mmol) of 4-methoxy-2-methyl-aniline and 115.6 mg (1 mmol) of pyridine hydrochloride in 10 mL of 2-ethoxyethanol was refluxed under N2 for 3 hr. After removal of the solvent, the residue was diluted with water and neutralized to pH 7-8 with diluted sodium carbonate solution. The precipitate was filtered and washed with water and ether. After drying in vacuo, this yielded 250.2 mg (71.7%) of th...